Dataset: the Open Reaction Database (ORD), a public repository of structured organic reaction records. Task: describe an organic reaction: reactants, conditions, products, and yield Reactants: FC=1C=C2C=CNC2=CC1 (5-fluoroindole), CN(C)C=O (DMF), ClCN1C(CC(C1)CCC)=O (1-(chloromethyl)-4-propylpyrrolidin-2-one), CN(C)C=O (DMF), O (Water), [H-].[Na+] (NaH). Reaction conditions: time 3 hour. The product is [O-][N+]1=C2C(=CC=C1)C(=CN2)CN2C(CC(C2)CCC)=O (1-[(7-oxido-1H-pyrrolo[2,3-b]pyridin-3-yl)methyl]-4-propylpyrrolidin-2-one), syrup. Yield: 33.0%. Reaction SMILES: F[C:2]1[CH:3]=C2[C:8](=[CH:9][CH:10]=1)[NH:7]C=C2.[H-].[Na+].Cl[CH2:14][N:15]1[CH2:19][CH:18]([CH2:20][CH2:21][CH3:22])[CH2:17][C:16]1=[O:23].[OH2:24].C[N:26]([CH:28]=O)[CH3:27]>>[O-:24][N+:26]1[CH:28]=[CH:3][CH:2]=[C:10]2[C:9]([CH2:14][N:15]3[CH2:19][CH:18]([CH2:20][CH2:21][CH3:22])[CH2:17][C:16]3=[O:23])=[CH:8][NH:7][C:27]=12 |f:1.2|. Procedure details: To a solution of 5-fluoroindole x157 (405 mg, 3 mmol, 1 eq) of in DMF (7 ml) maintained under argon is added NaH (60% in mineral oil; 120 mg, 3 mmol, 1 eq). The resulting mixture is stirred for three hours at room temperature, then a solution of 1-(chloromethyl)-4-propylpyrrolidin-2-one x63 in DMF (1 M, 3 ml, 3 mmol, 1 eq) is added. The reaction mixture is stirred for 20 hours at room temperature. Water (70 ml) is added and the resulting mixture is extracted with ethyl acetate (30 ml). The organ... Reactants: BrC=1C=C2CCN(C2=CC1)C(CC1=C(C=CC(=C1)F)F)=O (5-bromo-1-[(2,5-difluorophenyl)acetyl]-2,3-dihydro-1H-indole), B1(OC(C(O1)(C)C)(C)C)B2OC(C(O2)(C)C)(C)C (bis(pinacolato)diboron), C(C)(=O)[O-].[K+] (potassium acetate), BrC1=CSC=2N=CN=C(C21)N (5-bromothieno[2,3-d]pyrimidin-4-amine), C(=O)(O)[O-].[Na+] (NaHCO3). The reagents and catalysts are C1=CC=C(C=C1)P([C-]2C=CC=C2)C3=CC=CC=C3.C1=CC=C(C=C1)P([C-]2C=CC=C2)C3=CC=CC=C3.Cl[Pd]Cl.[Fe+2].C(Cl)Cl (PdCl2(dppf) CH2Cl2), C1=CC=C(C=C1)P([C-]2C=CC=C2)C3=CC=CC=C3.C1=CC=C(C=C1)P([C-]2C=CC=C2)C3=CC=CC=C3.Cl[Pd]Cl.[Fe+2].C(Cl)Cl (PdCl2(dppf) CH2Cl2). Solvent: O1CCOCC1 (1,4-dioxane), CCOCC (Et2O). Conditions: time 3 hour. Product: FC1=C(C=C(C=C1)F)CC(=O)N1CCC2=CC(=CC=C12)C1=CSC=2N=CN=C(C21)N (5-{1-[(2,5-difluorophenyl)acetyl]-2,3-dihydro-1H-indol-5-yl}thieno[2,3-d]pyrimidin-4-amine). Yield: 66.7%. As a reaction SMILES: Br[C:2]1[CH:3]=[C:4]2[C:8](=[CH:9][CH:10]=1)[N:7]([C:11](=[O:21])[CH2:12][C:13]1[CH:18]=[C:17]([F:19])[CH:16]=[CH:15][C:14]=1[F:20])[CH2:6][CH2:5]2.B1(B2OC(C)(C)C(C)(C)O2)OC(C)(C)C(C)(C)O1.C([O-])(=O)C.[K+].Br[C:46]1[C:54]2[C:53]([NH2:55])=[N:52][CH:51]=[N:50][C:49]=2[S:48][CH:47]=1.C([O-])(O)=O.[Na+]>C1C=CC(P(C2C=CC=CC=2)[C-]2C=CC=C2)=CC=1.C1C=CC(P(C2C=CC=CC=2)[C-]2C=CC=C2)=CC=1.Cl[Pd]Cl.[Fe+2].C(Cl)Cl.CCOCC.O1CCOCC1>[F:20][C:14]1[CH:15]=[CH:16][C:17]([F:19])=[CH:18][C:13]=1[CH2:12][C:11]([N:7]1[C:8]2[C:4](=[CH:3][C:2]([C:46]3[C:54]4[C:53]([NH2:55])=[N:52][CH:51]=[N:50][C:49]=4[S:48][CH:47]=3)=[CH:10][CH:9]=2)[CH2:5][CH2:6]1)=[O:21] |f:2.3,5.6,7.8.9.10.11|. Reported procedure: To a mixture of 5-bromo-1-[(2,5-difluorophenyl)acetyl]-2,3-dihydro-1H-indole (150 mg, 0.426 mmol), bis(pinacolato)diboron (114 mg, 0.447 mmol), and potassium acetate (125 mg, 1.278 mmol) was added 1,4-dioxane (6 mL), and the mixture was degassed with N2 for 10 minutes. PdCl2(dppf)-CH2Cl2 adduct (17.39 mg, 0.021 mmol) was added, and the reaction mixture was stirred for 3 hours at 100 C into a sealed vessel. The reaction was cooled down to room temperature. 5-bromothieno[2,3-d]pyrimidin-4-amine (1...